Dataset: the Open Reaction Database (ORD), a public repository of structured organic reaction records. Task: describe an organic reaction: reactants, conditions, products, and yield RXN SMILES: [CH3:16][C:17]([Cl:18])=[O:19].[CH3:20][CH2:21][OH:22].[NH2:1][CH2:2][CH:3]1[CH2:4][N:5]([CH2:9][c:10]2[cH:11][cH:12][cH:13][cH:14][cH:15]2)[CH2:6][CH:7]1[Cl:8]>>[NH:1]([CH2:2][CH:3]1[CH2:4][N:5]([CH2:9][c:10]2[cH:11][cH:12][cH:13][cH:14][cH:15]2)[CH2:6][CH:7]1[Cl:8])[C:17]([CH3:16])=[O:19]. Reactants: CC(=O)Cl, CCO, NCC1CN(Cc2ccccc2)CC1Cl. Yields the product CC(=O)NCC1CN(Cc2ccccc2)CC1Cl. Starting materials: OCC(C)(C)NC(=O)C=1C=2C[C@H]3[C@@H](C2N(N1)C1=NC=C(C=C1)Br)C3 ((1aS,5aS)-2-(5-bromo-pyridin-2-yl)-1a,2,5,5a-tetrahydro-1H-2,3-diaza-cyclopropa[a]pentalene-4-carboxylic acid (2-hydroxy-1,1-dimethyl-ethyl)-amide), COCCOC (DME), C([O-])([O-])=O.[Cs+].[Cs+] (cesium carbonate), C1(=CC=CC=C1)B(O)O (phenylboronic acid), O (Water). The reagents and catalysts are C=1C=CC(=CC1)[P](C=2C=CC=CC2)(C=3C=CC=CC3)[Pd]([P](C=4C=CC=CC4)(C=5C=CC=CC5)C=6C=CC=CC6)([P](C=7C=CC=CC7)(C=8C=CC=CC8)C=9C=CC=CC9)[P](C=1C=CC=CC1)(C=1C=CC=CC1)C=1C=CC=CC1 (Tetrakis(triphenylphosphine)palladium(0)). Reaction conditions: temperature 120 celsius. The product is OCC(C)(C)NC(=O)C=1C=2C[C@H]3[C@@H](C2N(N1)C1=NC=C(C=C1)C1=CC=CC=C1)C3 ((1aS,5aS)-2-(5-Phenyl-pyridin-2-yl)-1a,2,5,5a-tetrahydro-1H-2,3-diaza-cyclopropa[a]pentalene-4-carboxylic Acid (2-Hydroxy-1,1-dimethyl-ethyl)-amide). The yield is 60.6%. As a reaction SMILES: [OH:1][CH2:2][C:3]([NH:6][C:7]([C:9]1[C:10]2[CH2:11][C@@H:12]3[CH2:24][C@@H:13]3[C:14]=2[N:15]([C:17]2[CH:22]=[CH:21][C:20](Br)=[CH:19][N:18]=2)[N:16]=1)=[O:8])([CH3:5])[CH3:4].COCCOC.C(=O)([O-])[O-].[Cs+].[Cs+].[C:37]1(B(O)O)[CH:42]=[CH:41][CH:40]=[CH:39][CH:38]=1.O>C1C=CC([P]([Pd]([P](C2C=CC=CC=2)(C2C=CC=CC=2)C2C=CC=CC=2)([P](C2C=CC=CC=2)(C2C=CC=CC=2)C2C=CC=CC=2)[P](C2C=CC=CC=2)(C2C=CC=CC=2)C2C=CC=CC=2)(C2C=CC=CC=2)C2C=CC=CC=2)=CC=1>[OH:1][CH2:2][C:3]([NH:6][C:7]([C:9]1[C:10]2[CH2:11][C@@H:12]3[CH2:24][C@@H:13]3[C:14]=2[N:15]([C:17]2[CH:22]=[CH:21][C:20]([C:37]3[CH:42]=[CH:41][CH:40]=[CH:39][CH:38]=3)=[CH:19][N:18]=2)[N:16]=1)=[O:8])([CH3:5])[CH3:4] |f:2.3.4,^1:50,52,71,90|. Reported procedure: To a 5 mL heavy-walled sealed tube with a stir bar were added (1aS,5aS)-2-(5-bromo-pyridin-2-yl)-1a,2,5,5a-tetrahydro-1H-2,3-diaza-cyclopropa[a]pentalene-4-carboxylic acid (2-hydroxy-1,1-dimethyl-ethyl)-amide (0.020 g, 0.051 mmol) and DME (0.31 mL, 0.051 mmol), cesium carbonate (0.033 g, 0.10 mmol), phenylboronic acid (0.0094 g, 0.077 mmol). Water (0.051 mL, 0.051 mmol) was added and the tube was flushed with argon. Tetrakis(triphenylphosphine)palladium(0) (0.0060 g, 0.0051 mmol) was added and t...